Dataset: the Open Reaction Database (ORD), a public repository of structured organic reaction records. Task: describe an organic reaction: reactants, conditions, products, and yield Starting materials: CCOC(=O)Cc1csc(Nc2cc(C(C)(C)C)c(O)c(C(C)(C)C)c2)n1, CC(=O)O, CCO, Cl, [Na+], [OH-], O. The product is CC(C)(C)c1cc(Nc2nc(CC(=O)O)cs2)cc(C(C)(C)C)c1O. As a reaction SMILES: [C:1]([CH3:2])([CH3:3])([CH3:4])[c:5]1[c:6]([OH:27])[c:7]([C:23]([CH3:24])([CH3:25])[CH3:26])[cH:8][c:9]([NH:11][c:12]2[s:13][cH:14][c:15]([CH2:17][C:18](=[O:19])[O:20][CH2:21][CH3:22])[n:16]2)[cH:10]1.[CH3:31][C:32](=[O:33])[OH:34].[CH3:35][CH2:36][OH:37].[ClH:30].[Na+:29].[OH-:28].[OH2:38]>>[C:1]([CH3:2])([CH3:3])([CH3:4])[c:5]1[c:6]([OH:27])[c:7]([C:23]([CH3:24])([CH3:25])[CH3:26])[cH:8][c:9]([NH:11][c:12]2[s:13][cH:14][c:15]([CH2:17][C:18](=[O:19])[OH:20])[n:16]2)[cH:10]1.